This data is from the Open Reaction Database (ORD), a public repository of structured organic reaction records. The task is: describe an organic reaction: reactants, conditions, products, and yield Reactants: O=C(OC(=O)C(F)(F)F)C(F)(F)F, O=C1CCC(=O)N1I, c1ccc(Oc2ncccn2)cc1, O, O=C(O)C(F)(F)F. Product: Ic1ccc(Oc2ncccn2)cc1. As a reaction SMILES: [F:30][C:31]([F:32])([F:33])[C:34]([O:35][C:36](=[O:37])[C:38]([F:39])([F:40])[F:41])=[O:42].[I:14][N:15]1[C:16](=[O:17])[CH2:18][CH2:19][C:20]1=[O:21].[O:1]([c:2]1[cH:3][cH:4][cH:5][cH:6][cH:7]1)[c:8]1[n:9][cH:10][cH:11][cH:12][n:13]1.[OH2:22].[OH:23][C:24]([C:25]([F:26])([F:27])[F:28])=[O:29]>>[O:1]([c:2]1[cH:3][cH:4][c:5]([I:14])[cH:6][cH:7]1)[c:8]1[n:9][cH:10][cH:11][cH:12][n:13]1. Solvent: O1CCOCC1 (dioxane), Cl (HCl), O1CCOCC1 (dioxane). Reaction SMILES: O[CH2:2][CH:3]1[C:20]2[C@:15]([CH3:22])([CH2:16][CH2:17][C:18](=[O:21])[CH:19]=2)[C@@H:14]2[C@H:5]([C@H:6]3[C@@:10]([CH2:12][CH2:13]2)([CH3:11])[C@@H:9]([C:23]([NH:25][C:26]2[CH:31]=[CH:30][C:29]([C:32]([F:35])([F:34])[F:33])=[CH:28][CH:27]=2)=[O:24])[CH2:8][CH2:7]3)[CH2:4]1>Cl.O1CCOCC1>[CH2:2]=[C:3]1[C:20]2[C@:15]([CH3:22])([CH2:16][CH2:17][C:18](=[O:21])[CH:19]=2)[C@@H:14]2[C@H:5]([C@H:6]3[C@@:10]([CH2:12][CH2:13]2)([CH3:11])[C@@H:9]([C:23]([NH:25][C:26]2[CH:31]=[CH:30][C:29]([C:32]([F:33])([F:35])[F:34])=[CH:28][CH:27]=2)=[O:24])[CH2:8][CH2:7]3)[CH2:4]1. Procedure details: A mixture of (17β)-6-(hydroxymethyl)-3-oxo-N-[4-(trifluoromethyl)phenyl]androst-4-ene-17-carboxamide (3-2 and 3-3) (0.57 g, 1.2 mmol) was dissolved in 15 mL 0.6N HCl in dioxane and stirred at rt. After 3 hr, it was diluted with a large excess of dioxane and stirred overnight. After removal of the solvent, the residue was dissolved in CHCl3 and washed with water, saturated NaHCO3 solution, and brine, then dried with MgSO4 and concentrated. The residue was purified by flash silica gel chromatograp... Run at time 3 hour. Starting materials: OCC1C[C@H]2[C@@H]3CC[C@@H]([C@@]3(C)CC[C@@H]2[C@]2(CCC(C=C12)=O)C)C(=O)NC1=CC=C(C=C1)C(F)(F)F ((17β)-6-(hydroxymethyl)-3-oxo-N-[4-(trifluoromethyl)phenyl]androst-4-ene-17-carboxamide). The product is C=C1C[C@H]2[C@@H]3CC[C@@H]([C@@]3(C)CC[C@@H]2[C@]2(CCC(C=C12)=O)C)C(=O)NC1=CC=C(C=C1)C(F)(F)F ((17β)-6-Methylene-3-oxo-N-(4-trifluoromethylphenyl)-androst-4-ene-17-carboxamide). The reactants are C(C)(=O)N1C2=C(N(C([C@H](C1)NC([C@H](C)O)=O)=O)C)C=CC=C2 ((S)—N—((S)-5-acetyl-1-methyl-2-oxo-2,3,4,5-tetrahydro-1H-benzo[b][1,4]diazepin-3-yl)-2-hydroxy-propionamide), ClC(=O)OC1=CC=C(C=C1)[N+](=O)[O-] (4-nitrophenyl chloroformate). Solvent: N1=CC=CC=C1 (pyridine). Reaction conditions: time 18 hour. Yields the product [N+](=O)([O-])C1=CC=C(C=C1)OC(O[C@@H](C)C(N[C@H]1CN(C2=C(N(C1=O)C)C=CC=C2)C(C)=O)=O)=O (carbonic acid (S)-1-((S)-5-acetyl-1-methyl-2-oxo-2,3,4,5-tetrahydro-1H-benzo[b][1,4]diazepin-3-ylcarbamoyl)-ethyl ester 4-nitro-phenyl ester). Yield: 41.2%. RXN SMILES: [C:1]([N:4]1[CH2:10][C@H:9]([NH:11][C:12](=[O:16])[C@@H:13]([OH:15])[CH3:14])[C:8](=[O:17])[N:7]([CH3:18])[C:6]2[CH:19]=[CH:20][CH:21]=[CH:22][C:5]1=2)(=[O:3])[CH3:2].Cl[C:24]([O:26][C:27]1[CH:32]=[CH:31][C:30]([N+:33]([O-:35])=[O:34])=[CH:29][CH:28]=1)=[O:25]>N1C=CC=CC=1>[N+:33]([C:30]1[CH:29]=[CH:28][C:27]([O:26][C:24](=[O:25])[O:15][C@H:13]([C:12](=[O:16])[NH:11][C@@H:9]2[C:8](=[O:17])[N:7]([CH3:18])[C:6]3[CH:19]=[CH:20][CH:21]=[CH:22][C:5]=3[N:4]([C:1](=[O:3])[CH3:2])[CH2:10]2)[CH3:14])=[CH:32][CH:31]=1)([O-:35])=[O:34]. Reported procedure: A solution of 50 mg (0.16 mmol) of (S)—N—((S)-5-acetyl-1-methyl-2-oxo-2,3,4,5-tetrahydro-1H-benzo[b][1,4]diazepin-3-yl)-2-hydroxy-propionamide in 1.5 ml of pyridine was treated with 39 mg (0.18 mmol) of 4-nitrophenyl chloroformate, and the mixture was stirred at room temperature for 18 h. For the working-up, the solvent was evaporated and the residue chromatographed on silica gel using a 3:1-mixture of heptane and ethyl acetate as the eluent. There were obtained 31 mg (40% of theory) of carbonic... Starting materials: ClC1=C(C=CC(=C1)Cl)C(CCC1OCCCO1)=C (2-[3-(2,4-dichlorophenyl)but-3-en-1-yl]-1,3-dioxane), C(C(=O)O)(=O)O (oxalic acid). The solvent is O (water). The product is ClC1=C(C=CC(=C1)Cl)C(CCC=O)=C (4-(2,4-dichlorophenyl)pent-4-enal). Isolated yield 85.5%. Reaction SMILES: [Cl:1][C:2]1[CH:7]=[C:6]([Cl:8])[CH:5]=[CH:4][C:3]=1[C:9](=[CH2:18])[CH2:10][CH2:11][CH:12]1OCCC[O:13]1.C(O)(=O)C(O)=O>O>[Cl:1][C:2]1[CH:7]=[C:6]([Cl:8])[CH:5]=[CH:4][C:3]=1[C:9](=[CH2:18])[CH2:10][CH2:11][CH:12]=[O:13]. Reported procedure: A mixture of 2-[3-(2,4-dichlorophenyl)but-3-en-1-yl]-1,3-dioxane (13.5 g) and oxalic acid (8.0 g) in water (100 ml) was heated in a flask fitted with a steam inlet and an anti-splash still head and condenser. The distillate, collected until almost no immiscible oily globules remained in the reaction flask, was extracted with diethyl ether. The extracts were washed with aqueous sodium bicarbonate and aqueous sodium chloride, the dried over magnesium sulphate and concentrated under reduced pressur... The reactants are CC(=O)[O-], CCOC(C)=O, Cl, [N-]=[N+]=[N-], Nc1cccc2cnccc12, [Na+], [Na+], [Na+], [OH-], O, Sc1cccc2cnccc12. Product: c1cc(Sc2cccc3cnccc23)c2ccncc2c1. RXN SMILES: [CH3:18][C:19](=[O:20])[O-:21].[CH3:35][CH2:36][O:37][C:38](=[O:39])[CH3:40].[ClH:1].[N-:14]=[N+:15]=[N-:16].[NH2:2][c:3]1[c:4]2[cH:5][cH:6][n:7][cH:8][c:9]2[cH:10][cH:11][cH:12]1.[Na+:13].[Na+:17].[Na+:23].[OH-:22].[OH2:41].[cH:24]1[n:25][cH:26][cH:27][c:28]2[c:29]([SH:34])[cH:30][cH:31][cH:32][c:33]12>>[c:3]1([S:34][c:29]2[c:28]3[cH:27][cH:26][n:25][cH:24][c:33]3[cH:32][cH:31][cH:30]2)[c:4]2[cH:5][cH:6][n:7][cH:8][c:9]2[cH:10][cH:11][cH:12]1. Starting materials: CN(C=O)C (N,N-dimethylformamide), C(C1=CC=CC=C1)N1CC(=C(CC1)OS(=O)(=O)C(F)(F)F)C(=O)OC (methyl 1-benzyl-4-(((trifluoromethyl)sulfonyl)oxy)-1,2,5,6-tetrahydropyridine-3-carboxylate), C(C#C)=O (2-propine-1-al), C(C)(C)N(C(C)C)CC (N,N-diisopropylethylamine). Reagents/catalysts: [Cu]I (copper(I) iodide), Cl[Pd]([P](C1=CC=CC=C1)(C2=CC=CC=C2)C3=CC=CC=C3)([P](C4=CC=CC=C4)(C5=CC=CC=C5)C6=CC=CC=C6)Cl (bis(triphenylphosphine)palladium(II) dichloride). The solvent is C(C)(=O)OCC (ethyl acetate), O (Water). Conditions: time 30 minute. The product is C(C1=CC=CC=C1)N1CC(=C(CC1)C#CCO)C(=O)OC (methyl 1-benzyl-4-(3-hydroxy-1-propin-1-yl)-1,2,5,6-tetrahydropyridine-3-carboxylate). RXN SMILES: CN(C)C=O.[CH2:6]([N:13]1[CH2:18][CH2:17][C:16](OS(C(F)(F)F)(=O)=O)=[C:15]([C:27]([O:29][CH3:30])=[O:28])[CH2:14]1)[C:7]1[CH:12]=[CH:11][CH:10]=[CH:9][CH:8]=1.[CH:31](=[O:34])[C:32]#[CH:33].C(N(CC)C(C)C)(C)C>[Cu]I.Cl[Pd](Cl)([P](C1C=CC=CC=1)(C1C=CC=CC=1)C1C=CC=CC=1)[P](C1C=CC=CC=1)(C1C=CC=CC=1)C1C=CC=CC=1.C(OCC)(=O)C.O>[CH2:6]([N:13]1[CH2:18][CH2:17][C:16]([C:33]#[C:32][CH2:31][OH:34])=[C:15]([C:27]([O:29][CH3:30])=[O:28])[CH2:14]1)[C:7]1[CH:12]=[CH:11][CH:10]=[CH:9][CH:8]=1 |^1:48,67|. Procedure: To 13 mL of an N,N-dimethylformamide solution containing 3.6 g of methyl 1-benzyl-4-(((trifluoromethyl)sulfonyl)oxy)-1,2,5,6-tetrahydropyridine-3-carboxylate, 0.75 mL of 2-propine-1-al and 2.2 mL of N,N-diisopropylethylamine, 61 mg of copper(I) iodide, and 0.14 g of bis(triphenylphosphine)palladium(II) dichloride were added under a nitrogen atmosphere. The reaction mixture was stirred at room temperature for 30 minutes. Water and ethyl acetate were added thereto. The organic layer was separated,... The reactants are Cl (HCl), OC1=CC=C(C(=O)O)C=C1 (para-hydroxybenzoic acid), [OH-].[K+] (KOH), C(CCCCCCCC)(=O)Cl (nonanoyl chloride), Cl (HCl). The solvent is C(C)(C)O (isopropanol), O (water). Reaction conditions: temperature 2.5 celsius, time 30 minute. The product is C(CCCCCCCC)(=O)OC1=CC=C(C(=O)O)C=C1 (Para-nonanoyloxybenzoic Acid). As a reaction SMILES: [OH:1][C:2]1[CH:10]=[CH:9][C:5]([C:6]([OH:8])=[O:7])=[CH:4][CH:3]=1.[OH-].[K+].[C:13](Cl)(=[O:22])[CH2:14][CH2:15][CH2:16][CH2:17][CH2:18][CH2:19][CH2:20][CH3:21].Cl>O.C(O)(C)C>[C:13]([O:1][C:2]1[CH:10]=[CH:9][C:5]([C:6]([OH:8])=[O:7])=[CH:4][CH:3]=1)(=[O:22])[CH2:14][CH2:15][CH2:16][CH2:17][CH2:18][CH2:19][CH2:20][CH3:21] |f:1.2|. Reported procedure: 138.1 g (1.0 mol) of para-hydroxybenzoic acid were first dissolved in 500 ml of water and 500 ml of isopropanol and this solution was admixed at 0 to 5° C. with 230.0 g of KOH solution (50% strength by weight aqueous solution, 2.05 mol). The resulting pH was 13.5. Metered into this solution over the course of one hour, then, at 0 to 5° C., were 176.6 g (1.0 mol) of nonanoyl chloride, and the batch was stirred for 30 minutes at 0 to 5° C. thereafter. At the end of the after-stirring, the pH of th...